This data is from the Open Reaction Database (ORD), a public repository of structured organic reaction records. The task is: describe an organic reaction: reactants, conditions, products, and yield Reactants: C12CN(CC(CC1)N2)C(=O)C=2C=CC(=NC2)NC=2N=CC1=C(N2)N(C(=C1)C(=O)N(C)C)C1CCCC1 (2-(5-(3,8-diazabicyclo[3.2.1]octane-3-carbonyl)pyridin-2-ylamino)-7-cyclopentyl-N,N-dimethyl-7H-pyrrolo[2,3-d]pyrimidine-6-carboxamide), ClCCl (dichloromethane), ClCCl (dichloromethane), C(C)(=O)O[BH-](OC(C)=O)OC(C)=O.[Na+] (Sodium triacetoxyborohydride). Product: C1(CCCC1)N1C(=CC2=C1N=C(N=C2)NC2=NC=C(C=C2)C(=O)N2CC1CCC(C2)N1C(CO)C)C(=O)N(C)C (7-cyclopentyl-2-(5-(8-(1-hydroxypropan-2-yl)-3,8-diazabicyclo[3.2.1]octane-3-carbonyl)pyridin-2-ylamino)-N,N-dimethyl-7H-pyrrolo[2,3-d]pyrimidine-6-carboxamide). Yield: 33.0%. RXN SMILES: [CH:1]12[NH:8][CH:5]([CH2:6][CH2:7]1)[CH2:4][N:3]([C:9]([C:11]1[CH:12]=[CH:13][C:14]([NH:17][C:18]3[N:19]=[CH:20][C:21]4[CH:26]=[C:25]([C:27]([N:29]([CH3:31])[CH3:30])=[O:28])[N:24]([CH:32]5[CH2:36][CH2:35][CH2:34][CH2:33]5)[C:22]=4[N:23]=3)=[N:15][CH:16]=1)=[O:10])[CH2:2]2.C(O[BH-]([O:46][C:47](=O)[CH3:48])OC(=O)C)(=O)C.[Na+].Cl[CH2:52]Cl>>[CH:32]1([N:24]2[C:22]3[N:23]=[C:18]([NH:17][C:14]4[CH:13]=[CH:12][C:11]([C:9]([N:3]5[CH2:4][CH:5]6[N:8]([CH:48]([CH3:52])[CH2:47][OH:46])[CH:1]([CH2:7][CH2:6]6)[CH2:2]5)=[O:10])=[CH:16][N:15]=4)[N:19]=[CH:20][C:21]=3[CH:26]=[C:25]2[C:27]([N:29]([CH3:31])[CH3:30])=[O:28])[CH2:33][CH2:34][CH2:35][CH2:36]1 |f:1.2|. Procedure: To a solution of 2-(5-(3,8-diazabicyclo[3.2.1]octane-3-carbonyl)pyridin-2-ylamino)-7-cyclopentyl-N,N-dimethyl-7H-pyrrolo[2,3-d]pyrimidine-6-carboxamide (105 mg, 0.22 mmol) in dichloromethane (2 ml) 1-hydroxypropan-2-one (2 ml) was added and the resulting reaction mixture was stirred for 1H at room temperature. Sodium triacetoxyborohydride was added and the reaction mixture was stirred at room temperature overnight. When TLC/LCMS show completion the reaction mixture is diluted with dichloromethan...